This data is from the Open Reaction Database (ORD), a public repository of structured organic reaction records. The task is: describe an organic reaction: reactants, conditions, products, and yield Starting materials: NCCOC1=C(C#N)C=CC(=C1)CN1C=NC=C1CC=1C=CC(=NC1)N1C(C=CC(=C1)Cl)=O (2-(2-Amino-ethoxy)-4-[5-(5-chloro-2-oxo-2H-[1,2']bipyridinyl-5'-ylmethyl)-imidazol-1-ylmethyl]-benzonitrile), ClC=1C=C(C(=O)Cl)C=CC1 (3-chlorobenzoylchloride). Run in CN(C)C=O (DMF). Run at time 2 hour. Product: ClC=1C=C(C(=O)NCCOC2=C(C=CC(=C2)CN2C=NC=C2CC=2C=CC(=NC2)N2C(C=CC(=C2)Cl)=O)C#N)C=CC1 (3-Chloro-N-(2-{5-[5-(5-chloro-2-oxo-2H-[1,2']bipyridinyl-5'-ylmethyl)-imidazol-1-ylmethyl]-2-cyano-phenoxy}-ethyl)-benzamide). Reaction SMILES: [NH2:1][CH2:2][CH2:3][O:4][C:5]1[CH:12]=[C:11]([CH2:13][N:14]2[C:18]([CH2:19][C:20]3[CH:21]=[CH:22][C:23]([N:26]4[CH:31]=[C:30]([Cl:32])[CH:29]=[CH:28][C:27]4=[O:33])=[N:24][CH:25]=3)=[CH:17][N:16]=[CH:15]2)[CH:10]=[CH:9][C:6]=1[C:7]#[N:8].[Cl:34][C:35]1[CH:36]=[C:37]([CH:41]=[CH:42][CH:43]=1)[C:38](Cl)=[O:39]>CN(C=O)C>[Cl:34][C:35]1[CH:36]=[C:37]([CH:41]=[CH:42][CH:43]=1)[C:38]([NH:1][CH2:2][CH2:3][O:4][C:5]1[CH:12]=[C:11]([CH2:13][N:14]2[C:18]([CH2:19][C:20]3[CH:21]=[CH:22][C:23]([N:26]4[CH:31]=[C:30]([Cl:32])[CH:29]=[CH:28][C:27]4=[O:33])=[N:24][CH:25]=3)=[CH:17][N:16]=[CH:15]2)[CH:10]=[CH:9][C:6]=1[C:7]#[N:8])=[O:39]. Reported procedure: 2-(2-Amino-ethoxy)-4-[5-(5-chloro-2-oxo-2H-[1,2']bipyridinyl-5'-ylmethyl)-imidazol-1-ylmethyl]-benzonitrile (L-824,459, 75 mg, 0.16 mmol) was dissolved in DMF (800 μl) and treated with 3-chlorobenzoylchloride (20 μl, 0.18 mmol). The reaction mixture was stirred at room temp. for 2 hours. The solvent was removed in vacuo and the crude product purified by flash chromatography [4% MeOH(NH4OH 5%)/CH2Cl2 ] to yield the final product. Reactants: CC[O-], CCO, Clc1ccc2c(c1)c(-c1ccccc1)nn1c(Cl)nnc21, [Na+]. Product: CCOc1nnc2c3ccc(Cl)cc3c(-c3ccccc3)nn12. RXN SMILES: [CH3:23][CH2:24][O-:25].[CH3:26][CH2:27][OH:28].[Cl:1][c:2]1[n:3][n:4][c:5]2[n:6]1[n:7][c:8](-[c:16]1[cH:17][cH:18][cH:19][cH:20][cH:21]1)[c:9]1[cH:10][c:11]([Cl:15])[cH:12][cH:13][c:14]21.[Na+:22]>>[c:2]1([O:25][CH2:24][CH3:23])[n:3][n:4][c:5]2[n:6]1[n:7][c:8](-[c:16]1[cH:17][cH:18][cH:19][cH:20][cH:21]1)[c:9]1[cH:10][c:11]([Cl:15])[cH:12][cH:13][c:14]21. Starting materials: C(=O)(O)[C@H]1C[C@H](C1)N=[N+]=[N-] (cis-3-carboxycyclobutyl azide), C(C(=O)Cl)(=O)Cl (oxalyl chloride), acylchloride. The reagents and catalysts are CN(C=O)C (N,N-dimethylformamide). The solvent is ClCCl (dichloromethane). Reaction conditions: temperature 23 celsius. Yields the product N(=[N+]=[N-])[C@H]1C[C@H](C1)C(=O)Cl (cis 3-Azidocyclobutanecarbonyl chloride). RXN SMILES: [C:1]([C@@H:4]1[CH2:7][C@H:6]([N:8]=[N+:9]=[N-:10])[CH2:5]1)(O)=[O:2].C(Cl)(=O)C([Cl:14])=O>ClCCl.CN(C)C=O>[N:8]([C@@H:6]1[CH2:7][C@H:4]([C:1]([Cl:14])=[O:2])[CH2:5]1)=[N+:9]=[N-:10]. Procedure details: A solution of cis-3-carboxycyclobutyl azide (1.86 g, 13.2 mmol) in dichloromethane (30 ml) was treated with oxalyl chloride (1.5 ml, 17.2 mmol) followed by one drop of N,N-dimethylformamide. The reaction mixture was stirred at 23° C. until the evolution of gas ceased (0.5-1 h) and the solvent was evaporated in vacuo leaving a yellow oil; 2.0 g, 95% ir (neat) νmax :2100 (N3) and 1785 cm-1 (C=O of acylchloride). The reactants are B(Br)(Br)Br (Boron tribromide), COC1=C(C=CC(=C1)SC)C(C)=O (1-[2-methoxy-4-(methylthio)phenyl]ethanone), Ice water. Run in C(Cl)Cl (DCM). Reaction conditions: time 3 hour. Product: OC1=C(C=CC(=C1)SC)C(C)=O (1-[2-HYDROXY-4-(METHYLTHIO)PHENYL]ETHANONE). Yield: 97.4%. Reaction SMILES: B(Br)(Br)Br.C[O:6][C:7]1[CH:12]=[C:11]([S:13][CH3:14])[CH:10]=[CH:9][C:8]=1[C:15](=[O:17])[CH3:16]>C(Cl)Cl>[OH:6][C:7]1[CH:12]=[C:11]([S:13][CH3:14])[CH:10]=[CH:9][C:8]=1[C:15](=[O:17])[CH3:16]. Reported procedure: Boron tribromide (19 ml, 1 N in DCM, 19 mmol) was added to a mixture of crude 1-[2-methoxy-4-(methylthio)phenyl]ethanone (3.6 g, 16.9 mmol) and DCM (25 ml) at 0° C. The mixture was brought to room temperature and stirred for 3 h. Ice/water was added, the organic phase was separated and the water phase was extracted with EtOAc. The combined organic phases were filtered through a short plug of silica (EtOAc) and were concentrated to give the title compound (3.0 g) MS m/z (rel. intensity, 70 eV) 18... Starting materials: C, O=C(CCCCCCCCCCCCC(=O)ON1C(=O)CC(S(=O)(=O)O)C1=O)OCc1ccccc1, CN(C)C=O, [H][H], [Na], [Pd]. Yields the product [Na], O=C(O)CCCCCCCCCCCCC(=O)ON1C(=O)CC(S(=O)(=O)O)C1=O. Reaction SMILES: [C:45].[CH2:2]([c:3]1[cH:4][cH:5][cH:6][cH:7][cH:8]1)[O:9][C:10](=[O:11])[CH2:12][CH2:13][CH2:14][CH2:15][CH2:16][CH2:17][CH2:18][CH2:19][CH2:20][CH2:21][CH2:22][CH2:23][C:24](=[O:25])[O:26][N:27]1[C:28](=[O:37])[CH:29]([S:33](=[O:34])(=[O:35])[OH:36])[CH2:30][C:31]1=[O:32].[CH3:40][N:41]([CH3:42])[CH:43]=[O:44].[H:38][H:39].[Na:1].[Pd:46]>>[Na:1].[O:9]=[C:10]([OH:11])[CH2:12][CH2:13][CH2:14][CH2:15][CH2:16][CH2:17][CH2:18][CH2:19][CH2:20][CH2:21][CH2:22][CH2:23][C:24](=[O:25])[O:26][N:27]1[C:28](=[O:37])[CH:29]([S:33](=[O:34])(=[O:35])[OH:36])[CH2:30][C:31]1=[O:32].